This data is from the Open Reaction Database (ORD), a public repository of structured organic reaction records. The task is: describe an organic reaction: reactants, conditions, products, and yield The reactants are O=[N+]([O-])c1c(C(F)(F)F)cc(OCc2ccccc2)cc1C(F)(F)F, CC(C)O, [Na+], [Na+], O, O=S([O-])S(=O)[O-]. Yields the product Nc1c(C(F)(F)F)cc(OCc2ccccc2)cc1C(F)(F)F. Reaction SMILES: [CH2:5]([c:6]1[cH:7][cH:8][cH:9][cH:10][cH:11]1)[O:12][c:13]1[cH:14][c:15]([C:26]([F:27])([F:28])[F:29])[c:16]([N+:23]([O-:24])=[O:25])[c:17]([C:19]([F:20])([F:21])[F:22])[cH:18]1.[CH:1]([OH:2])([CH3:3])[CH3:4].[Na+:36].[Na+:37].[OH2:38].[S:30]([S:31]([O-:32])=[O:33])([O-:34])=[O:35]>>[CH2:5]([c:6]1[cH:7][cH:8][cH:9][cH:10][cH:11]1)[O:12][c:13]1[cH:14][c:15]([C:26]([F:27])([F:28])[F:29])[c:16]([NH2:23])[c:17]([C:19]([F:20])([F:21])[F:22])[cH:18]1. The reactants are O1COC2=C1C=CC(=C2)C=2OC1=C(C(C2O)=O)C=C(C=C1)NC(C)=O (2-(benzo[1,3]dioxol-5-yl)-3-hydroxy-6-acetamido-4H-1-benzopyran-4-one). Solvent: C(Cl)(Cl)Cl.CO (Chloroform Methanol). Yields the product O1COC2=C1C=CC(=C2)C=2OC1=C(C(C2OCC2=CC=CC=C2)=O)C=C(C=C1)NC(C)=O (2-(benzo[1,3]dioxol-5-yl)-3-benzyloxy-6-acetamido-4H-1-benzopyran-4-one). The yield is 85.0%. Reaction SMILES: [O:1]1[C:5]2[CH:6]=[CH:7][C:8]([C:10]3[O:11][C:12]4[CH:21]=[CH:20][C:19]([NH:22][C:23](=[O:25])[CH3:24])=[CH:18][C:13]=4[C:14](=[O:17])[C:15]=3[OH:16])=[CH:9][C:4]=2[O:3][CH2:2]1>C(Cl)(Cl)Cl.CO>[O:1]1[C:5]2[CH:6]=[CH:7][C:8]([C:10]3[O:11][C:12]4[CH:21]=[CH:20][C:19]([NH:22][C:23](=[O:25])[CH3:24])=[CH:18][C:13]=4[C:14](=[O:17])[C:15]=3[O:16][CH2:10][C:8]3[CH:9]=[CH:4][CH:5]=[CH:6][CH:7]=3)=[CH:9][C:4]=2[O:3][CH2:2]1 |f:1.2|. Procedure: Prepared analogously to Example 5d) starting from 2-(benzo[1,3]dioxol-5-yl)-3-hydroxy-6-acetamido-4H-1-benzopyran-4-one. Yield: 85%; TLC (9/1 Chloroform/Methanol) Rf: 0.57. Reactants: CCOC(OCC)P(=O)(OCC)C(C)CC#N, CCO, [H][H], N. Product: CCOC(OCC)P(=O)(OCC)C(C)CCN. RXN SMILES: [CH3:1][CH:2]([CH2:3][C:4]#[N:5])[P:6]([O:7][CH2:8][CH3:9])(=[O:10])[CH:11]([O:12][CH2:13][CH3:14])[O:15][CH2:16][CH3:17].[CH3:21][CH2:22][OH:23].[H:19][H:20].[NH3:18]>>[CH3:1][CH:2]([CH2:3][CH2:4][NH2:5])[P:6]([O:7][CH2:8][CH3:9])(=[O:10])[CH:11]([O:12][CH2:13][CH3:14])[O:15][CH2:16][CH3:17]. Reactants: C1CCOC1, [Li]CCCC, CCOC(C)=O, CCCCCC, COCOc1ccc(C(C)C)cc1OC, COC(=O)Cl. Product: COCOc1c(OC)cc(C(C)C)cc1C(=O)OC. RXN SMILES: [CH2:32]1[O:33][CH2:34][CH2:35][CH2:36]1.[CH3:16][CH2:17][CH2:18][CH2:19][Li:20].[CH3:26][CH2:27][O:28][C:29]([CH3:30])=[O:31].[CH3:37][CH2:38][CH2:39][CH2:40][CH2:41][CH3:42].[CH:1]([CH3:2])([CH3:3])[c:4]1[cH:5][c:6]([O:14][CH3:15])[c:7]([O:10][CH2:11][O:12][CH3:13])[cH:8][cH:9]1.[Cl:21][C:22](=[O:23])[O:24][CH3:25]>>[CH:1]([CH3:2])([CH3:3])[c:4]1[cH:5][c:6]([O:14][CH3:15])[c:7]([O:10][CH2:11][O:12][CH3:13])[c:8]([C:22](=[O:23])[O:24][CH3:25])[cH:9]1. Starting materials: C[Si](C)(C)[N-][Si](C)(C)C.[Li+] (Lithium bis(trimethylsilyl)amide), N1(CCOCC1)C=1SC2=C(NC=NC2=O)N1 (2-(4-morpholinyl)[1,3]thiazolo[4,5-d]pyrimidin-7(4H)-one), BrCC1=C(C=CC=C1)C(F)(F)F (1-(bromomethyl)-2-(trifluoromethyl)benzene). Solvent: O1CCCC1 (tetrahydrofuran). Run at time 8 hour. Yields the product N1(CCOCC1)C=1SC2=C(N(C=NC2=O)CC2=C(C=CC=C2)C(F)(F)F)N1 (2-(4-Morpholinyl)-4-{[2-(trifluoromethyl)phenyl]methyl}[1,3]thiazolo[4,5-d]pyrimidin-7(4H)-one). Isolated yield 53.4%. Reaction SMILES: C[Si]([N-][Si](C)(C)C)(C)C.[Li+].[N:11]1([C:17]2[S:18][C:19]3[C:24](=[O:25])[N:23]=[CH:22][NH:21][C:20]=3[N:26]=2)[CH2:16][CH2:15][O:14][CH2:13][CH2:12]1.Br[CH2:28][C:29]1[CH:34]=[CH:33][CH:32]=[CH:31][C:30]=1[C:35]([F:38])([F:37])[F:36]>O1CCCC1>[N:11]1([C:17]2[S:18][C:19]3[C:24](=[O:25])[N:23]=[CH:22][N:21]([CH2:28][C:29]4[CH:34]=[CH:33][CH:32]=[CH:31][C:30]=4[C:35]([F:36])([F:37])[F:38])[C:20]=3[N:26]=2)[CH2:16][CH2:15][O:14][CH2:13][CH2:12]1 |f:0.1|. Procedure: Lithium bis(trimethylsilyl)amide (0.755 mL, 0.755 mmol) was added to a suspension of 2-(4-morpholinyl)[1,3]thiazolo[4,5-d]pyrimidin-7(4H)-one (90 mg, 0.378 mmol) in tetrahydrofuran (THF) (3 mL) at 0° C. under nitrogen. The mixture was stirred at 0° C. for 30 min before the addition of 1-(bromomethyl)-2-(trifluoromethyl)benzene (0.069 mL, 0.453 mmol). The mixture was warmed up to RT and stirred overnight. The solvent was removed and the residue was partitioned between DCM and brine. The organic l... Reactants: CC1=CC=C(C=C1)Cl (p-methyphenyl chloride), C(CC)(=O)C1=CC=CC=C1 (propiophenone), C(C)(C)(C)O[Na] (t-BuONa). Reagents/catalysts: C(C)(=O)[O-].[Pd+2].C(C)(=O)[O-] (palladium acetate), COC1=C(C(=CC=C1)N(C1=CC=CC=C1)C)P(C1CCCCC1)C1CCCCC1 (2-Methoxy-6-(N-methyl-N-phenyl-amino)phenyl(dicyclohexyl)phosphine). The solvent is C1(=CC=CC=C1)C (toluene). Yield: 84.7%. Product: C1(=CC=CC=C1)C(C(C)C=1C=C(C=CC1)C)=O (1-Phenyl-2-(m-tolyl)-1-propanone). Reported procedure: This reaction is carried out in the same manner as the reaction in example 3. The difference is that, the reactants are p-methyphenyl chloride (126.6 mg, 1.0 mmol), propiophenone (161.1 mg, 1.2 mmol), palladium acetate (6.6 mg, 0.029 mmol), 2-Methoxy-6-(N-methyl-N-phenyl-amino)phenyl(dicyclohexyl)phosphine (18.4 mg, 0.045 mmol), t-BuONa (115.4 mg, 1.2 mmol) in 3 mL dry toluene at 110° C. for 16.5 h. 1-Phenyl-2-(m-tolyl)-1-propanone (190.0 mg) was obtained with a yield of 85% as liquid. 1H NMR (3... Reaction SMILES: [CH3:1][C:2]1[CH:7]=[CH:6][C:5](Cl)=[CH:4][CH:3]=1.[C:9]([C:13]1[CH:18]=[CH:17][CH:16]=[CH:15][CH:14]=1)(=[O:12])[CH2:10][CH3:11].C(O[Na])(C)(C)C>C1(C)C=CC=CC=1.C([O-])(=O)C.[Pd+2].C([O-])(=O)C.COC1C=CC=C(N(C)C2C=CC=CC=2)C=1P(C1CCCCC1)C1CCCCC1>[C:13]1([C:9](=[O:12])[CH:10]([C:4]2[CH:3]=[C:2]([CH3:1])[CH:7]=[CH:6][CH:5]=2)[CH3:11])[CH:18]=[CH:17][CH:16]=[CH:15][CH:14]=1 |f:4.5.6|. Reactants: O (water), C(C)(=O)C=1C(=C(C(=C(C1C)C)OC)C(CCCCCC(=O)OC)(O)C1=CC=C(C=C1)F)C (methyl 7-(3-acetyl-6-methoxy-2,4,5-trimethylphenyl)-7-(4-fluorophenyl)-7-hydroxyheptanoate), B(Br)(Br)Br (boron tribromide). Solvent: ClCCl (dichloromethane), ClCCl (dichloromethane). Run at time 5 hour. Product: C(C)(=O)C=1C(=C(C(=C(C1C)C)O)C(CCCCCC(=O)O)C1=CC=C(C=C1)F)C (7-(3-acetyl-6-hydroxy-2,4,5-trimethylphenyl)-7-(4-fluorophenyl)heptanoic acid). Yield: 60.4%. As a reaction SMILES: [C:1]([C:4]1[C:5]([CH3:32])=[C:6]([C:14]([C:25]2[CH:30]=[CH:29][C:28]([F:31])=[CH:27][CH:26]=2)(O)[CH2:15][CH2:16][CH2:17][CH2:18][CH2:19][C:20]([O:22]C)=[O:21])[C:7]([O:12]C)=[C:8]([CH3:11])[C:9]=1[CH3:10])(=[O:3])[CH3:2].B(Br)(Br)Br.O>ClCCl>[C:1]([C:4]1[C:5]([CH3:32])=[C:6]([CH:14]([C:25]2[CH:30]=[CH:29][C:28]([F:31])=[CH:27][CH:26]=2)[CH2:15][CH2:16][CH2:17][CH2:18][CH2:19][C:20]([OH:22])=[O:21])[C:7]([OH:12])=[C:8]([CH3:11])[C:9]=1[CH3:10])(=[O:3])[CH3:2]. Procedure: A solution of methyl 7-(3-acetyl-6-methoxy-2,4,5-trimethylphenyl)-7-(4-fluorophenyl)-7-hydroxyheptanoate (1.6 g) in dichloromethane (15 ml) was added dropwise to a solution of boron tribromide (1.4 ml) in dichloromethane (15 ml) at -78° C. The temperature was raised slowly to room temperature and the mixture was stirred for 5 hours. The reaction mixture was ice-cooled and water was added. The aqueous layer was extracted with ethyl acetate. The organic layer was washed with water and saturated sa...